Dataset: the Open Reaction Database (ORD), a public repository of structured organic reaction records. Task: describe an organic reaction: reactants, conditions, products, and yield The reactants are ClC1=NC=CC(=C1)C[C@@H]1N(C(O[C@@H]1CO)(C)C)C(=O)OC(C)(C)C ((4S,55)-tert-butyl 4-((2-chloropyridin-4-yl)methyl)-5-(hydroxymethyl)-2,2-dimethyloxazolidine-3-carboxylate), CC(C)(C)[Si](C)(C)Cl (TBSCl), N1C=NC=C1 (imidazole). Yields the product [Si](C)(C)(C(C)(C)C)OC[C@@H]1[C@@H](N(C(O1)(C)C)C(=O)OC(C)(C)C)CC1=CC(=NC=C1)Cl ((4S,5S)-Tert-butyl 5-((tert-butyldimethylsilyloxy)methyl)-4-((2-chloropyridin-4-yl)methyl)-2,2-dimethyloxazolidine-3-carboxylate). RXN SMILES: [Cl:1][C:2]1[CH:7]=[C:6]([CH2:8][C@H:9]2[C@@H:13]([CH2:14][OH:15])[O:12][C:11]([CH3:17])([CH3:16])[N:10]2[C:18]([O:20][C:21]([CH3:24])([CH3:23])[CH3:22])=[O:19])[CH:5]=[CH:4][N:3]=1.[CH3:25][C:26]([Si:29](Cl)([CH3:31])[CH3:30])([CH3:28])[CH3:27].N1C=CN=C1>>[Si:29]([O:15][CH2:14][C@H:13]1[O:12][C:11]([CH3:17])([CH3:16])[N:10]([C:18]([O:20][C:21]([CH3:24])([CH3:23])[CH3:22])=[O:19])[C@H:9]1[CH2:8][C:6]1[CH:5]=[CH:4][N:3]=[C:2]([Cl:1])[CH:7]=1)([C:26]([CH3:28])([CH3:27])[CH3:25])([CH3:31])[CH3:30]. Procedure: The title compound was synthesized in a manner analogous to Example 475, step I via (4S,55)-tert-butyl 4-((2-chloropyridin-4-yl)methyl)-5-(hydroxymethyl)-2,2-dimethyloxazolidine-3-carboxylate in the presence of TBSCl and imidazole and was used without further purification. Step 2: (4S,5S)-tert-butyl 5-((tert-butyldimethylsilyloxy)methyl)-4-((2-chloro-6-methylpyridin-4-yl)methyl)-2,2-dimethyloxazolidine-3-carboxylate Reactants: Cl (HCl), CN(C(=O)OCC1=CC=CC=C1)CCCS(=O)(=O)C (N-methyl-N-(3-mesylpropyl)-N-(benzyloxycarbonyl)amine). Reagents/catalysts: [Pd] (Pd/C). Solvent: CO (methanol). Conditions: time 2 hour. Yields the product CNCCCS(=O)(=O)C (N-Methyl-N-(3-mesylpropyl)amine). Reaction SMILES: Cl.[CH3:2][N:3]([CH2:14][CH2:15][CH2:16][S:17]([CH3:20])(=[O:19])=[O:18])C(OCC1C=CC=CC=1)=O>CO.[Pd]>[CH3:2][NH:3][CH2:14][CH2:15][CH2:16][S:17]([CH3:20])(=[O:19])=[O:18]. Procedure details: Ethereal HCl (22.5 ml, 1 M solution) was added to a stirred solution of N-methyl-N-(3-mesylpropyl)-N-(benzyloxycarbonyl)amine (Method 14; 5 g) in methanol (100 ml). 10% Pd/C (1.25 g) was added and the mixture was stirred under an atmosphere of hydrogen for 2 hrs. The catalyst was removed by filtration and the filtrate evaporated to dryness. Trituration with ether gave the product as a white solid. NMR (DMSO-d6+d4-acetic acid) 2.11 (m, 2H), 2.59 (s, 3H), 3.0 (s, 3H), 3.05 (t, 2H); m/z 152. The reactants are C1(=CC=CC=C1)NN=C(N1CCN(CC1)C1=CC=CC=C1)C1=C(C=CC=C1)F (1-[(phenylhydrazono)(2-fluorophenyl)methyl]-4-phenylpiperazine), CC(C)([O-])C.[K+] (potassium t-butoxide). The solvent is O1CCCC1 (tetrahydrofuran), O1CCCC1 (tetrahydrofuran). Reaction conditions: time 4 hour. Product: C1(=CC=CC=C1)N1N=C(C2=CC=CC=C12)N1CCN(CC1)C1=CC=CC=C1 (1-phenyl-3-(4-phenyl-1-piperazinyl)-1H-indazole). The yield is 24.4%. As a reaction SMILES: [C:1]1([NH:7][N:8]=[C:9]([C:22]2[CH:27]=[CH:26][CH:25]=[CH:24][C:23]=2F)[N:10]2[CH2:15][CH2:14][N:13]([C:16]3[CH:21]=[CH:20][CH:19]=[CH:18][CH:17]=3)[CH2:12][CH2:11]2)[CH:6]=[CH:5][CH:4]=[CH:3][CH:2]=1.CC(C)([O-])C.[K+]>O1CCCC1>[C:1]1([N:7]2[C:27]3[C:22](=[CH:23][CH:24]=[CH:25][CH:26]=3)[C:9]([N:10]3[CH2:15][CH2:14][N:13]([C:16]4[CH:21]=[CH:20][CH:19]=[CH:18][CH:17]=4)[CH2:12][CH2:11]3)=[N:8]2)[CH:6]=[CH:5][CH:4]=[CH:3][CH:2]=1 |f:1.2|. Procedure details: To a stirred solution, under nitrogen, of 9.1 g of 1-[(phenylhydrazono)(2-fluorophenyl)methyl]-4-phenylpiperazine in 100 ml of tetrahydrofuran was added, dropwise, a solution of 3.3 g of potassium t-butoxide in 35 ml of tetrahydrofuran. The reaction mixture was stirred at ambient temperature for 4 hours and concentrated. The concentrate was diluted with water and extracted with ethyl acetate. The extract was washed with water, dried over anhydrous magnesium sulfate, and concentrated to a solid. ... Starting materials: NC1=C(C=C(C(=O)NC2=C(C(=CC(=C2)C=2C(=NC=CC2)OCC2=CC=CC=C2)C(C)(C)C)OC)C=C1)F (4-amino-N-[5-(2-benzyloxy-pyridin-3-yl)-3-tert-butyl-2-methoxy-phenyl]-3-fluoro-benzamide), O.FC(C=O)(F)F (trifluoroacetaldehyde hydrate), C(=O)(O)[O-].[Na+] (NaHCO3), C(#N)[BH3-].[Na+] (sodium cyanoborohydride). Reagents/catalysts: O (H2O). The solvent is O (H2O), CCOC(=O)C (EtOAc), C(=O)(C(F)(F)F)O (TFA). Reaction conditions: time 5 minute. Yields the product C(C1=CC=CC=C1)OC1=NC=CC=C1C=1C=C(C(=C(C1)NC(C1=CC(=C(C=C1)NCC(F)(F)F)F)=O)OC)C(C)(C)C (N-[5-(2-benzyloxy-pyridin-3-yl)-3-tert-butyl-2-methoxy-phenyl]-3-fluoro-4-(2,2,2-trifluoro-ethylamino)-benzamide). Isolated yield 38.1%. RXN SMILES: [NH2:1][C:2]1[CH:36]=[CH:35][C:5]([C:6]([NH:8][C:9]2[CH:14]=[C:13]([C:15]3[C:16]([O:21][CH2:22][C:23]4[CH:28]=[CH:27][CH:26]=[CH:25][CH:24]=4)=[N:17][CH:18]=[CH:19][CH:20]=3)[CH:12]=[C:11]([C:29]([CH3:32])([CH3:31])[CH3:30])[C:10]=2[O:33][CH3:34])=[O:7])=[CH:4][C:3]=1[F:37].O.[F:39][C:40]([F:44])([F:43])[CH:41]=O.C([BH3-])#N.[Na+].C([O-])(O)=O.[Na+]>C(O)(C(F)(F)F)=O.O.CCOC(C)=O>[CH2:22]([O:21][C:16]1[C:15]([C:13]2[CH:12]=[C:11]([C:29]([CH3:31])([CH3:32])[CH3:30])[C:10]([O:33][CH3:34])=[C:9]([NH:8][C:6](=[O:7])[C:5]3[CH:35]=[CH:36][C:2]([NH:1][CH2:41][C:40]([F:44])([F:43])[F:39])=[C:3]([F:37])[CH:4]=3)[CH:14]=2)=[CH:20][CH:19]=[CH:18][N:17]=1)[C:23]1[CH:28]=[CH:27][CH:26]=[CH:25][CH:24]=1 |f:1.2,3.4,5.6|. Reported procedure: step 3—To a solution of 318 (201 mg, 0.402 mmol) in TFA (4 mL) at RT was added trifluoroacetaldehyde hydrate (98 mg, 0.845 mmol) and H2O (2 drops). The reaction mixture was stirred at RT for 5 min, and then sodium cyanoborohydride (33 mg, 0.523 mmol) was added. Gas evolution was briefly observed. The reaction mixture was stirred at RT for 4.5 h, then diluted with H2O and EtOAc and carefully poured into sat'd NaHCO3. The layers were separated, and the organic phase was subsequently twice washed s... Reactants: FC1=C(C=CC(=C1)OC1=CC(=NC=C1)C)B(O)O (2-Fluoro-4-(2-methyl-4-pyridyloxy)phenyl boronic acid), C(=O)(O)[O-].[Na+] (NaHCO3), BrC1=C(C(N(C=C1)CCCC)=O)C#N (4-Bromo-1-butyl-2-oxo-1,2-dihydro-pyridine-3-carbonitrile). The reagents and catalysts are C=1C=CC(=CC1)[P](C=2C=CC=CC2)(C=3C=CC=CC3)[Pd]([P](C=4C=CC=CC4)(C=5C=CC=CC5)C=6C=CC=CC6)([P](C=7C=CC=CC7)(C=8C=CC=CC8)C=9C=CC=CC9)[P](C=1C=CC=CC1)(C=1C=CC=CC1)C=1C=CC=CC1 (Pd(PPh3)4). Run in O1CCOCC1 (1,4-dioxane). Product: C(CCC)N1C(C(=C(C=C1)C1=C(C=C(C=C1)OC1=CC(=NC=C1)C)F)C#N)=O (1-Butyl-4-[2-fluoro-4-(2-methyl-pyridin-4-yloxy)-phenyl]-2-oxo-1,2-dihydro-pyridine-3-carbonitrile). Isolated yield 67.4%. As a reaction SMILES: [F:1][C:2]1[CH:7]=[C:6]([O:8][C:9]2[CH:14]=[CH:13][N:12]=[C:11]([CH3:15])[CH:10]=2)[CH:5]=[CH:4][C:3]=1B(O)O.C([O-])(O)=O.[Na+].Br[C:25]1[CH:30]=[CH:29][N:28]([CH2:31][CH2:32][CH2:33][CH3:34])[C:27](=[O:35])[C:26]=1[C:36]#[N:37]>O1CCOCC1.C1C=CC([P]([Pd]([P](C2C=CC=CC=2)(C2C=CC=CC=2)C2C=CC=CC=2)([P](C2C=CC=CC=2)(C2C=CC=CC=2)C2C=CC=CC=2)[P](C2C=CC=CC=2)(C2C=CC=CC=2)C2C=CC=CC=2)(C2C=CC=CC=2)C2C=CC=CC=2)=CC=1>[CH2:31]([N:28]1[CH:29]=[CH:30][C:25]([C:3]2[CH:4]=[CH:5][C:6]([O:8][C:9]3[CH:14]=[CH:13][N:12]=[C:11]([CH3:15])[CH:10]=3)=[CH:7][C:2]=2[F:1])=[C:26]([C:36]#[N:37])[C:27]1=[O:35])[CH2:32][CH2:33][CH3:34] |f:1.2,^1:47,49,68,87|. Procedure: To a solution of intermediate 14 (1.77 mmol) in 1,4-dioxane ml) and a saturated solution of NaHCO3 (6 ml) was added intermediate 6 (0.451 g, 1.77 mmol). The resulting solution was degassed using a stream of nitrogen and to this was added Pd(PPh3)4 (0.204 mg, 0.177 mmol). The reaction was then microwaved in a sealed tube at 150° C. for 10 minutes. The resulting cooled reaction mixture was filtered through a pad of diatomaceous earth and concentrated in vacuo. The crude reaction mixture was then p... Starting materials: ClC1=NC=C(C2=CC(=CC=C12)OC)OCC(F)F (1-chloro-4-(2,2-difluoroethoxy)-6-methoxyisoquinoline), [F-].[Cs+] (CsF). Solvent: CS(=O)C (DMSO). Run at temperature 140 celsius. Product: FC(COC1=CN=C(C2=CC=C(C=C12)OC)F)F (4-(2,2-difluoroethoxy)-1-fluoro-6-methoxyisoquinoline). RXN SMILES: Cl[C:2]1[C:11]2[C:6](=[CH:7][C:8]([O:12][CH3:13])=[CH:9][CH:10]=2)[C:5]([O:14][CH2:15][CH:16]([F:18])[F:17])=[CH:4][N:3]=1.[F-:19].[Cs+]>CS(C)=O>[F:17][CH:16]([F:18])[CH2:15][O:14][C:5]1[C:6]2[C:11](=[CH:10][CH:9]=[C:8]([O:12][CH3:13])[CH:7]=2)[C:2]([F:19])=[N:3][CH:4]=1 |f:1.2|. Procedure details: To a solution of 1-chloro-4-(2,2-difluoroethoxy)-6-methoxyisoquinoline (538 mg, 1.966 mmol) in DMSO (5 mL) was added CsF (597 mg, 3.93 mmol) and heated to 140° C. for 2 hrs. LC/MS showed the desired product. The reaction was diluted with ethyl acteate and washed with water, and brine. The organic phase was collected, dried over MgSO4, and concentrated under vacuum to give the crude product as a reddish brown solid. The crude material was purified via silica gel chromatography (5-50% EtOAc:Hex) t... Starting materials: O=C(c1ccccc1)C(O)(CO)c1ccccc1, CC(=O)c1ccccc1, Cc1ccc(S(=O)(=O)O)cc1, c1ccccc1. The product is CC1(c2ccccc2)OCC(C(=O)c2ccccc2)(c2ccccc2)O1. RXN SMILES: [CH2:1]([OH:2])[C:3]([C:4]([c:5]1[cH:6][cH:7][cH:8][cH:9][cH:10]1)=[O:11])([OH:12])[c:13]1[cH:14][cH:15][cH:16][cH:17][cH:18]1.[CH3:19][C:20](=[O:21])[c:22]1[cH:23][cH:24][cH:25][cH:26][cH:27]1.[c:28]1([CH3:29])[cH:30][cH:31][c:32]([S:33]([OH:34])(=[O:35])=[O:36])[cH:37][cH:38]1.[cH:39]1[cH:40][cH:41][cH:42][cH:43][cH:44]1>>[CH2:1]1[O:2][C:20]([CH3:19])([c:22]2[cH:23][cH:24][cH:25][cH:26][cH:27]2)[O:12][C:3]1([C:4]([c:5]1[cH:6][cH:7][cH:8][cH:9][cH:10]1)=[O:11])[c:13]1[cH:14][cH:15][cH:16][cH:17][cH:18]1. The reactants are CS(=O)(=O)OC1C(CSCC1)C(=O)OC (methyl 4-((methylsulfonyl)oxy)tetrahydro-2H-thiopyran-3-carboxylate), C1CCC2=NCCCN2CC1 (DBU). Run in C(Cl)Cl (DCM). Run at temperature 50 celsius. Product: S1CC(=CCC1)C(=O)OC (Methyl 5,6-dihydro-2H-thiopyran-3-carboxylate). Reaction SMILES: CS(O[CH:6]1[CH2:11][CH2:10][S:9][CH2:8][CH:7]1[C:12]([O:14][CH3:15])=[O:13])(=O)=O.C1CCN2C(=NCCC2)CC1>C(Cl)Cl>[S:9]1[CH2:10][CH2:11][CH:6]=[C:7]([C:12]([O:14][CH3:15])=[O:13])[CH2:8]1. Reported procedure: To a solution of methyl 4-((methylsulfonyl)oxy)tetrahydro-2H-thiopyran-3-carboxylate (4.33 g, 17.0 mmol) in DCM (170 mL) was added DBU (3.89 g, 25.5 mmol). The resulting mixture was refluxed at 50° C. for 30 minutes. The mixture was cooled to ambient temperature and washed with 1N aqueous HCl. The organic extract was washed with brine, dried over anhydrous Na2SO4, filtered, and concentrated in vacuo. The crude residue was purified by MPLC on silica gel (using a gradient elution of 0-45% EtOAc/he... Starting materials: ClC1=C(C(=CC(=C1)CNC(=NC(CC1=CNC2=CC=C(C=C12)OC)=O)N)Cl)NC(C)=O (N-(2,6-Dichloro-4-{N′-[2-(5-methoxy-1H-indol-3-yl)-acetyl]-guanidinomethyl}-phenyl)-acetamide), ClC=1C=C(CN)C=C(C1N)Cl (3,5-dichloro-4-aminobenzylamine), ( B ), COC=1C=C2C(=CNC2=CC1)CC(=O)O (2-(5-methoxy-1H-indol-3-yl)acetic acid), ( A ), 419.99. Product: NC1=C(C=C(CNC(=NC(CC2=CNC3=CC=C(C=C23)OC)=O)N)C=C1Cl)Cl (N-((4-amino-3,5-dichlorobenzylamino)(amino)methylene)-2-(5-methoxy-1H-indol-3-yl)acetamide). As a reaction SMILES: [Cl:1][C:2]1[CH:7]=[C:6]([CH2:8][NH:9][C:10]([NH2:26])=[N:11][C:12](=[O:25])[CH2:13][C:14]2[C:22]3[C:17](=[CH:18][CH:19]=[C:20]([O:23][CH3:24])[CH:21]=3)[NH:16][CH:15]=2)[CH:5]=[C:4]([Cl:27])[C:3]=1[NH:28]C(=O)C.COC1C=C2C(=CC=1)NC=C2CC(O)=O.ClC1C=C(C=C(Cl)C=1N)CN>>[NH2:28][C:3]1[C:4]([Cl:27])=[CH:5][C:6]([CH2:8][NH:9][C:10]([NH2:26])=[N:11][C:12](=[O:25])[CH2:13][C:14]2[C:22]3[C:17](=[CH:18][CH:19]=[C:20]([O:23][CH3:24])[CH:21]=3)[NH:16][CH:15]=2)=[CH:7][C:2]=1[Cl:1]. Reported procedure: In a manner similar to that used in the preparation of the compound of example 2, but using 2-(5-methoxy-1H-indol-3-yl)acetic acid in step 7 (A) and 3,5-dichloro-4-aminobenzylamine (preparation A) in step 7 (B), the title compound was prepared. MS (ESI) (M+H)+=419.99 1H-NMR (500 MHz, CD3OD) δ 7.29 (d, J=8.85 Hz, 1 H), 7.25 (s, 1 H), 7.21 (s, 2 H), 7.03 (d, J=2.44 Hz, 1 H), 6.82 (dd, J=8.85, 2.44 Hz, 1 H), 4.33 (s, 2 H), 3.92 (s, 2 H), 3.82 (s, 3 H).